The task is: describe an organic reaction: reactants, conditions, products, and yield. This data is from the Open Reaction Database (ORD), a public repository of structured organic reaction records. Reactants: CCCCN(C(C(=O)OCC)=O)C=1C=C(C=CC1)NC(C(=O)OCC)=O (Diethyl 4-butyl-N,N'-(m-phenylene)dioxamate). The solvent is [OH-].[Na+] (NaOH). Product: CCCCN(C(C(=O)O)=O)C=1C=C(C=CC1)NC(C(=O)O)=O (4-Butyl-N,N'-(m-phenylene)dioxamic acid). Reaction SMILES: [CH3:1][CH2:2][CH2:3][CH2:4][N:5]([C:13]1[CH:14]=[C:15]([NH:19][C:20](=[O:26])[C:21]([O:23]CC)=[O:22])[CH:16]=[CH:17][CH:18]=1)[C:6](=[O:12])[C:7]([O:9]CC)=[O:8]>[OH-].[Na+]>[CH3:1][CH2:2][CH2:3][CH2:4][N:5]([C:13]1[CH:14]=[C:15]([NH:19][C:20](=[O:26])[C:21]([OH:23])=[O:22])[CH:16]=[CH:17][CH:18]=1)[C:6](=[O:12])[C:7]([OH:9])=[O:8] |f:1.2|. Reported procedure: Diethyl 4-butyl-N,N'-(m-phenylene)dioxamate (1.0 gm., 2.74 mmoles) is stirred at room temperature in 1.0 N NaOH (10 ml.) until the solution is complete. The solution is adjusted to pH 3 and the resulting white solid collected (0.5 gm., mp 232° ). As a reaction SMILES: [CH3:10][O:11][C:12]([c:13]1[cH:14][cH:15][cH:16][cH:17][cH:18]1)=[O:19].[CH3:1][C:2](=[O:3])[c:4]1[cH:5][cH:6][cH:7][cH:8][cH:9]1.[CH3:20][O-:21].[CH3:29][OH:30].[Na+:22].[OH2:28].[S:23](=[O:24])(=[O:25])([OH:26])[OH:27].[c:31]1([CH3:32])[c:33]([CH3:34])[cH:35][cH:36][cH:37][cH:38]1>>[CH2:1]([C:2](=[O:3])[c:4]1[cH:5][cH:6][cH:7][cH:8][cH:9]1)[C:12](=[O:11])[c:13]1[cH:14][cH:15][cH:16][cH:17][cH:18]1. Reactants: COC(=O)c1ccccc1, CC(=O)c1ccccc1, C[O-], CO, [Na+], O, O=S(=O)(O)O, Cc1ccccc1C. Yields the product O=C(CC(=O)c1ccccc1)c1ccccc1. Reactants: C1CCOC1, CN, O=[N+]([O-])c1ccc2nc(Cl)sc2c1, O. Product: CNc1nc2ccc([N+](=O)[O-])cc2s1. Reaction SMILES: [CH2:16]1[O:17][CH2:18][CH2:19][CH2:20]1.[CH3:14][NH2:15].[Cl:1][c:2]1[s:3][c:4]2[c:5]([n:6]1)[cH:7][cH:8][c:9]([N+:11](=[O:12])[O-:13])[cH:10]2.[OH2:21]>>[c:2]1([NH:15][CH3:14])[s:3][c:4]2[c:5]([n:6]1)[cH:7][cH:8][c:9]([N+:11](=[O:12])[O-:13])[cH:10]2. The reactants are Cl.N1C=C2CNCC=3C=CC=C1C23 (1,3,4,5-tetrahydropyrrolo[4,3,2-de]isoquinoline hydrochoride), C(C)(=O)OC(C)=O (acetic anhydride). Run in N1=CC=CC=C1 (pyridine). Product: C(C)(=O)N1CC=2C=CC=C3C2C(C1)=CN3 (4-acetyl-1,3,4,5 -tetrahydropyrrolo[4,3,2-de]isoquinoline). RXN SMILES: Cl.[NH:2]1[C:12]2[C:13]3[C:4]([CH2:5][NH:6][CH2:7][C:8]=3[CH:9]=[CH:10][CH:11]=2)=[CH:3]1.[C:14](OC(=O)C)(=[O:16])[CH3:15]>N1C=CC=CC=1>[C:14]([N:6]1[CH2:5][C:4]2=[CH:3][NH:2][C:12]3[C:13]2=[C:8]([CH:9]=[CH:10][CH:11]=3)[CH2:7]1)(=[O:16])[CH3:15] |f:0.1|. Procedure: A mixture of 1,3,4,5-tetrahydropyrrolo[4,3,2-de]isoquinoline hydrochoride (9.8 g), described in Example 5, in 30 ml of pyridine and 10 ml of acetic anhydride is heated at 50°C for 2 hr. The excess anhydride is destroyed by the addition of water. The mixture is poured into cold 5% HCl. The resulting precipitate is collected and recrstallized from ethanol to give 4-acetyl-1,3,4,5 -tetrahydropyrrolo[4,3,2-de]isoquinoline, mp 205°-206°C. Reactants: C(C)OC(C1=CC=C(C=C1)NC1(CCCCC1)C#N)=O (4-(1-cyanocyclohexylamino)-benzoic acid ethyl ester), [OH-].[Na+] (sodium hydroxide). Solvent: S(O)(O)(=O)=O (sulfuric acid). Reaction conditions: time 5 hour. Yields the product C(C)OC(C1=CC=C(C=C1)NC1(CCCCC1)C(N)=O)=O (4-(1-carbamoyl-cyclohexylamino)benzoic acid ethyl ester). As a reaction SMILES: [CH2:1]([O:3][C:4](=[O:20])[C:5]1[CH:10]=[CH:9][C:8]([NH:11][C:12]2([C:18]#[N:19])[CH2:17][CH2:16][CH2:15][CH2:14][CH2:13]2)=[CH:7][CH:6]=1)[CH3:2].[OH-:21].[Na+]>S(=O)(=O)(O)O>[CH2:1]([O:3][C:4](=[O:20])[C:5]1[CH:10]=[CH:9][C:8]([NH:11][C:12]2([C:18](=[O:21])[NH2:19])[CH2:13][CH2:14][CH2:15][CH2:16][CH2:17]2)=[CH:7][CH:6]=1)[CH3:2] |f:1.2|. Procedure: 550 mg (2.02 mmol) of 4-(1-cyanocyclohexylamino)-benzoic acid ethyl ester are dissolved in 20 ml of concentrated sulfuric acid. The reaction medium is stirred at room temperature for 5 hours. The reaction medium is poured gently onto ice, the pH is brought to 12 with sodium hydroxide, and the resulting mixture is extracted with ethyl acetate. The organic phases are combined and washed with water. They are dried over sodium sulfate. The solvents are evaporated off. The product is chromatographed ... Reactants: Cl.C(C)(C)(C)OC(CCCN)=O (4-aminobutyric acid tert-butyl ester hydrochloride), ClC1=NC=C(C#N)C=C1 (6-chloronicotinonitrile), Cl.C(C)(C)(C)OC(CCCN)=O (4-aminobutyric acid tert-butyl ester hydrochloride), CCN(C(C)C)C(C)C (DIEA). The solvent is O1CCOCC1 (dioxane), CCOCC (Et2O). Run at time 48 hour. The product is C(#N)C=1C=CC(=NC1)NCCCC(=O)OC(C)(C)C (tert-butyl 4-[(5-cyanopyridin-2-yl)amino]butanoate). As a reaction SMILES: Cl[C:2]1[CH:9]=[CH:8][C:5]([C:6]#[N:7])=[CH:4][N:3]=1.Cl.[C:11]([O:15][C:16](=[O:21])[CH2:17][CH2:18][CH2:19][NH2:20])([CH3:14])([CH3:13])[CH3:12].CCN(C(C)C)C(C)C>O1CCOCC1.CCOCC>[C:6]([C:5]1[CH:8]=[CH:9][C:2]([NH:20][CH2:19][CH2:18][CH2:17][C:16]([O:15][C:11]([CH3:14])([CH3:13])[CH3:12])=[O:21])=[N:3][CH:4]=1)#[N:7] |f:1.2|. Reported procedure: A solution of 6-chloronicotinonitrile (1.0 g, 7.2 mmol), 4-aminobutyric acid tert-butyl ester hydrochloride (2.12 g, 10.8 mmol, Sennchem 09600) and DIEA (4.9 mL, 28.9 mmol) in anhydrous dioxane (20 mL) was heated at 80° C. After 48 hours, an additional amount of 4-aminobutyric acid tert-butyl ester hydrochloride (0.55 g, 2.80 mmol) was added. After 24 additional hours at 80° C., the reaction mixture was diluted with Et2O (100 mL) and washed with water (2×50 mL) and brine (50 mL). The organic lay...